This data is from the Open Reaction Database (ORD), a public repository of structured organic reaction records. The task is: describe an organic reaction: reactants, conditions, products, and yield Reactants: FC1=C(C=CC=2N(C=NC21)C2OCCCC2)C=NO (4-fluoro-1-(tetrahydro-pyran-2-yl)-1H-benzoimidazole-5-carbaldehyde oxime), C(=O)[O-].[NH4+] (ammonium formate). The reagents and catalysts are [Zn] (zinc). Run in CO (MeOH). Conditions: temperature 75 celsius. The product is FC1=C(C=CC=2N(C=NC21)C2OCCCC2)CN ((4-fluoro-1-tetrahydropyran-2-yl-benzimidazol-5-yl)methanamine). Yield: 47.4%. As a reaction SMILES: [F:1][C:2]1[C:10]2[N:9]=[CH:8][N:7]([CH:11]3[CH2:16][CH2:15][CH2:14][CH2:13][O:12]3)[C:6]=2[CH:5]=[CH:4][C:3]=1[CH:17]=[N:18]O.C([O-])=O.[NH4+]>CO.[Zn]>[F:1][C:2]1[C:10]2[N:9]=[CH:8][N:7]([CH:11]3[CH2:16][CH2:15][CH2:14][CH2:13][O:12]3)[C:6]=2[CH:5]=[CH:4][C:3]=1[CH2:17][NH2:18] |f:1.2|. Reported procedure: To a solution of 150 (5.8 g, 0.022 mol) in MeOH (100 mL) was added zinc dust (2.9 g, 0.044 mol) and ammonium formate (2.8 g, 0.044 mol). The resulting mixture was heated to 75° C. for 2 h. The mixture was filtered through a Celite® pad. The filtrate was concentrated and the crude product was purified by SiO2 chromatography eluting with 5% MeOH/DCM to afford 2.6 g (47%) of (4-fluoro-1-tetrahydropyran-2-yl-benzimidazol-5-yl)methanamine (152) as a yellow solid: 1H-NMR (400 MHz, RT, CDCl3): δ 1.66-1... Starting materials: c1c(ncc(c1)[S@@](O)=O)OC, c12c(ccc(c1)Cl)nccc2. Reagents/catalysts: CCCC[N+](CCCC)(CCCC)CCCC.[Br-]   (TBAB), c1ccc(cc1)-c2c3ccccc3cc4ccccc24 (9-Phenylanthracene), C(=O)([O-])[O-].[Cs+].[Cs+] (Cs2CO3), CCCC[N+](CCCC)(CCCC)CCCC.[Br-]  (TBAB), P(CC(C)C)(CC(C)C)CC(C)C (P(iBu)3), c12c(C(C(CS1(=O)=O)C(Nc1ccc(cc1)CCCCCCCCCC)=O)=O)cccc2 (Pd(MeCN)2OTs2). The solvent is C1COCCO1 (Dioxane). Run at temperature 100 celsius, time 18 hour. Product: COc1ccc(cn1)c2ccc3ncccc3c2. As a reaction SMILES: Cl[c:1]1[cH:10][c:9]([c:4]2[cH:3][cH:2]1)[cH:8][cH:7][cH:6][n:5]2.[CH3:11][O:12][c:13]1[n:18][cH:17][c:16](S(O)=O)[cH:15][cH:14]1>>[CH3:11][O:12][c:13]1[n:18][cH:17][c:16]([c:1]2[cH:10][c:9]([c:4]3[cH:3][cH:2]2)[cH:8][cH:7][cH:6][n:5]3)[cH:15][cH:14]1.